describe an organic reaction: reactants, conditions, products, and yield From a dataset of the Open Reaction Database (ORD), a public repository of structured organic reaction records. Reactants: CC1=C(N)C(=CC=C1)C (2,6-dimethylaniline), [C-]#N (cyanide), N-bromosuccinimide,are, BrCC1=C(C#N)C(=CC=C1)CBr (2,6-bis(bromomethyl)benzonitrile), C[O-].[Na+] (sodium methylate), CN(C=O)C (N,N-dimethylformamide), CN(C=O)C (N,N-dimethylformamide). Solvent: O (water). Run at temperature 0 celsius, time 3 hour. Yields the product COCC1=C(C#N)C(=CC=C1)COC (2,6-bis(methoxymethyl)benzonitrile). Reaction SMILES: Br[CH2:2][C:3]1[CH:10]=[CH:9][CH:8]=[C:7]([CH2:11]Br)[C:4]=1[C:5]#[N:6].CC1C=CC=C(C)C=1N.[C-]#N.[CH3:24][O-:25].[Na+].CN(C)[CH:29]=[O:30]>O>[CH3:24][O:25][CH2:2][C:3]1[CH:10]=[CH:9][CH:8]=[C:7]([CH2:11][O:30][CH3:29])[C:4]=1[C:5]#[N:6] |f:3.4|. Procedure details: 2.0 g of 2,6-bis(bromomethyl)benzonitrile (F. Voegtle, P. Neumann, M. Zuber, Chem. Ber., 105, 2955 (1972)), prepared starting from 2,6-dimethylaniline by the Sandmayer reaction with cupreous cyanide and next by the bromination with N-bromosuccinimide,are dissolved in 2 ml of anhydrous N,N-dimethylformamide and added to the suspension of 1.24 g of sodium methylate in 10 ml of N,N-dimethylformamide at 0° C. After stirring the mixture for three hours at 0° C., the same is added with 20 ml of water ... Reactants: COC1=C(C(C(=O)O)=CC=C1)N (3-Methoxyanthranilic acid), [O-]C#N.[K+] (potassium cyanate), [OH-].[Na+] (sodium hydroxide), C(C)(=O)O (acetic acid). Run in O (water), O (water). Run at time 2 hour. Product: COC=1C=CC=C2C(NC(NC12)=O)=O (8-methoxy-2,4-quinazolinedione). Reaction SMILES: [CH3:1][O:2][C:3]1[CH:11]=[CH:10][CH:9]=[C:5]([C:6]([OH:8])=O)[C:4]=1[NH2:12].C(O)(=O)C.[O-:17][C:18]#[N:19].[K+].[OH-].[Na+]>O>[CH3:1][O:2][C:3]1[CH:11]=[CH:10][CH:9]=[C:5]2[C:4]=1[NH:12][C:18](=[O:17])[NH:19][C:6]2=[O:8] |f:2.3,4.5|. Procedure: 3-Methoxyanthranilic acid (6 g, 0.036 mol) was suspended in water (200 ml, 35°) and glacial acetic acid (2.2 ml). A freshly prepared solution of potassium cyanate (3.7 g, 0.046 mol) in water (20 ml) was added dropwise to the stirred mixture. After 2 hours, sodium hydroxide (48.5 g 1.21 mol) was added in portions keeping the temperature below 40°. A clear solution was obtained momentarily before precipitating the hydrated sodium salt. After cooling, the precipitate was filtered off, dissolved in ... The reactants are alkynylamines, C(Cl)(Cl)(Cl)Cl (carbon tetrachloride), CC(C#CCCO)(C)C (5,5-dimethylhex-3-yn-1-ol), C1(=CC=CC=C1)P(C1=CC=CC=C1)C1=CC=CC=C1 (triphenylphosphine). Run in CCCCCC (hexane). The product is CC(C#CCCCl)(C)C (5,5-dimethylhex-3-yn-1-yl chloride). As a reaction SMILES: [CH3:1][C:2]([CH3:9])([CH3:8])[C:3]#[C:4][CH2:5][CH2:6]O.C1(P(C2C=CC=CC=2)C2C=CC=CC=2)C=CC=CC=1.C(Cl)(Cl)(Cl)[Cl:30]>CCCCCC>[CH3:1][C:2]([CH3:9])([CH3:8])[C:3]#[C:4][CH2:5][CH2:6][Cl:30]. Procedure: This preparation illustrates further procedures for preparing alkynylamines. In this preparation 0.1 mole of 5,5-dimethylhex-3-yn-1-ol is mixed with 0.1 mole of triphenylphosphine in 40 ml. of carbon tetrachloride and then heated, under nitrogen, at 60° C for 4 hours. The mixture is then poured into 200 ml. of hexane, stirred, and then filtered and the filtrate concentrated by evaporation under vacuum. The concentrate is then chromatographed on silica gel eluting with 5% ethyl acetate-95% vol. h... Product: C(CC)C1=NOC(=C1)CONC(C1=C(C=CC=C1)NCC1=CC=NC=C1)=O (N-(3-Propyl-isoxazol-5-ylmethoxy)-2-[(pyridin-4-ylmethyl)-amino]-benzamide). RXN SMILES: FC1C(O[C:9](=[O:24])[C:10]2[CH:15]=[CH:14][CH:13]=[CH:12][C:11]=2[NH:16][CH2:17][C:18]2[CH:23]=[CH:22][N:21]=[CH:20][CH:19]=2)=C(F)C(F)=C(F)C=1F.[CH2:29]([C:32]1[CH:36]=[C:35]([CH2:37][O:38][NH2:39])[O:34][N:33]=1)[CH2:30][CH3:31]>>[CH2:29]([C:32]1[CH:36]=[C:35]([CH2:37][O:38][NH:39][C:9](=[O:24])[C:10]2[CH:15]=[CH:14][CH:13]=[CH:12][C:11]=2[NH:16][CH2:17][C:18]2[CH:19]=[CH:20][N:21]=[CH:22][CH:23]=2)[O:34][N:33]=1)[CH2:30][CH3:31]. Procedure details: Prepared by the same method as described for example 415. Starting materials: 2-[(Pyridin-4-ylmethyl)-amino]-benzoic acid pentafluorophenyl ester (preparation 7C) and O-(3-Propyl-isoxazol-5-ylmethyl)-hydroxylamine (see preparation 63). Reactants: FC1=C(C(=C(C(=C1OC(C1=C(C=CC=C1)NCC1=CC=NC=C1)=O)F)F)F)F (2-[(Pyridin-4-ylmethyl)-amino]-benzoic acid pentafluorophenyl ester), C(CC)C1=NOC(=C1)CON (O-(3-Propyl-isoxazol-5-ylmethyl)-hydroxylamine).